This data is from the Open Reaction Database (ORD), a public repository of structured organic reaction records. The task is: describe an organic reaction: reactants, conditions, products, and yield Reactants: N(=[N+]=[N-])[C@@H]1C[C@]23CCO[C@H]4N(C([C@@H]([C@]1(O3)C)[C@@H]24)=O)C2=CC(=C(C#N)C=C2)C(F)(F)F (4-((1S,3R,4R,5R,8R,12S)-3-azido-4-methyl-6-oxo-9,13-dioxa-7-azatetracyclo[6.3.1.11,4.05,12]tridec-7-yl)-2-(trifluoromethyl)benzonitrile), P(C)(C)C (PMe3). Run in C1CCOC1 (THF). Reaction conditions: time 10 minute. Yields the product N[C@@H]1C[C@]23CCO[C@H]4N(C([C@@H]([C@]1(O3)C)[C@@H]24)=O)C2=CC(=C(C#N)C=C2)C(F)(F)F (4-((1S,3R,4R,5R,8R,12S)-3-amino-4-methyl-6-oxo-9,13-dioxa-7-azatetracyclo[6.3.1.11,4.05,12]tridec-7-yl)-2-(trifluoromethyl)benzonitrile). The yield is 90.9%. As a reaction SMILES: [N:1]([C@H:4]1[C@:14]2([CH3:16])[O:15][C@@:6]3([C@H:17]4[C@H:10]([N:11]([C:19]5[CH:26]=[CH:25][C:22]([C:23]#[N:24])=[C:21]([C:27]([F:30])([F:29])[F:28])[CH:20]=5)[C:12](=[O:18])[C@@H:13]24)[O:9][CH2:8][CH2:7]3)[CH2:5]1)=[N+]=[N-].P(C)(C)C>C1COCC1>[NH2:1][C@H:4]1[C@:14]2([CH3:16])[O:15][C@@:6]3([C@H:17]4[C@H:10]([N:11]([C:19]5[CH:26]=[CH:25][C:22]([C:23]#[N:24])=[C:21]([C:27]([F:28])([F:29])[F:30])[CH:20]=5)[C:12](=[O:18])[C@@H:13]24)[O:9][CH2:8][CH2:7]3)[CH2:5]1. Procedure: To Example 12 (10.3 g, 0.0246 mol) in THF (50 mL) cooled in a water bath was added PMe3 (49 mL, 1M in THF). The mixture was stirred for 10 min then the solvent was removed in vacuo. The residue was dissolved in MeOH (30 mL) and 50% NaOH (0.7 mL, aq) was added. The mixture was stirred for 30 min and then concentrated in vacuo. To the residue was added water and brine and then extracted twice with EtOAc. The organic layer was dried over MgSO4, filtered and concentrated in vacuo. The resulting soli... Reactants: ClC1=CC=C(C=C1)CCOC1=CC=C(C=O)C=C1 (4-[2-(4-chloro-phenyl)-ethoxy]-bezaldehyde), C(CCC)NC=1C(=CC=C(C1)OCCN1CCCC1)N (N2-Butyl-4-(2-pyrrolidin-1-ylethoxy)-benzene-1,2-diamine). Run in C(C)O (ethanol). The product is C(CCC)N1C(=NC2=C1C=C(C=C2)OCCN2CCCC2)C2=CC=C(C=C2)OCCC2=CC=C(C=C2)Cl (1-butyl-2-{4-[2-(4-chlorophenyl)ethoxy]-phenyl}-6-(2-pyrrolidin-1-yl-ethoxy)-1H-benzimidazole). Yield: 39.6%. RXN SMILES: [Cl:1][C:2]1[CH:7]=[CH:6][C:5]([CH2:8][CH2:9][O:10][C:11]2[CH:18]=[CH:17][C:14]([CH:15]=O)=[CH:13][CH:12]=2)=[CH:4][CH:3]=1.[CH2:19]([NH:23][C:24]1[C:25]([NH2:38])=[CH:26][CH:27]=[C:28]([O:30][CH2:31][CH2:32][N:33]2[CH2:37][CH2:36][CH2:35][CH2:34]2)[CH:29]=1)[CH2:20][CH2:21][CH3:22]>C(O)C>[CH2:19]([N:23]1[C:24]2[CH:29]=[C:28]([O:30][CH2:31][CH2:32][N:33]3[CH2:37][CH2:36][CH2:35][CH2:34]3)[CH:27]=[CH:26][C:25]=2[N:38]=[C:15]1[C:14]1[CH:17]=[CH:18][C:11]([O:10][CH2:9][CH2:8][C:5]2[CH:6]=[CH:7][C:2]([Cl:1])=[CH:3][CH:4]=2)=[CH:12][CH:13]=1)[CH2:20][CH2:21][CH3:22]. Procedure: This compound was prepared according to the General Procedure K by refluxing a mixture of 4-[2-(4-chloro-phenyl)-ethoxy]-bezaldehyde (synthesized via General Procedure A) (100 mg) and N2-Butyl-4-(2-pyrrolidin-1-ylethoxy)-benzene-1,2-diamine (synthesized via General Procedures G1 and G2 and H) (50 mg) in ethanol overnight. Ethanol was removed in vacuo and the residue was purified by silica gel chromatography using 5% MeOH in DCM to give pure 1-butyl-2-{4-[2-(4-chlorophenyl)ethoxy]-phenyl}-6-(2-py... Reactants: N#CCc1ccccc1Br, COC=CC(=O)OC, CC(C)(C)[O-], COC(C)(C)C, [Na+], C1CCOC1, O=C(O)CC(O)(CC(=O)O)C(=O)O. Yields the product COC(=O)CC=C(C#N)c1ccccc1Br. RXN SMILES: [Br:1][c:2]1[c:3]([CH2:8][C:9]#[N:10])[cH:4][cH:5][cH:6][cH:7]1.[CH3:11][O:12][C:13]([CH:14]=[CH:15][O:16][CH3:17])=[O:18].[CH3:19][C:20]([CH3:21])([O-:22])[CH3:23].[CH3:43][O:44][C:45]([CH3:46])([CH3:47])[CH3:48].[Na+:24].[O:38]1[CH2:39][CH2:40][CH2:41][CH2:42]1.[OH:25][C:26]([CH2:27][C:28]([C:29](=[O:30])[OH:31])([CH2:32][C:33](=[O:34])[OH:35])[OH:36])=[O:37]>>[Br:1][c:2]1[c:3]([C:8]([C:9]#[N:10])=[CH:15][CH2:14][C:13]([O:12][CH3:11])=[O:18])[cH:4][cH:5][cH:6][cH:7]1. Starting materials: OCC1CCC(CC1)C(C)(C)O (7,8-dihydroxy-p-menthane), C(C)(=O)OC(C)=O (acetic anhydride), N1=CC=CC=C1 (pyridine). Run in O (water). Conditions: time 45 minute. The product is C(C)(=O)OCC1CCC(CC1)C(C)(C)O (7-Acetoxy-8-hydroxy-p-menthane). The yield is 86.0%. Reaction SMILES: [OH:1][CH2:2][CH:3]1[CH2:8][CH2:7][CH:6]([C:9]([OH:12])([CH3:11])[CH3:10])[CH2:5][CH2:4]1.[C:13](OC(=O)C)(=[O:15])[CH3:14].N1C=CC=CC=1>O>[C:13]([O:1][CH2:2][CH:3]1[CH2:8][CH2:7][CH:6]([C:9]([OH:12])([CH3:10])[CH3:11])[CH2:5][CH2:4]1)(=[O:15])[CH3:14]. Reported procedure: A mixture of 258 g (1.5M) of 7,8-dihydroxy-p-menthane, 2700 ml of acetic anhydride and 810 ml of pyridine was kept under stirring for 45 minutes, then it was poured onto ice (1 kg) and water (1000 ml). After its extraction with three fractions of 700 ml each of ether, the combined organic phases were washed with a 10% aqueous solution of NaOH (3×500 ml), water (2×500 ml) and a saturated aqueous solution of NaCl (500 ml). The solvent was evaporated and the residue (284 g) was distilled to give a ... Starting materials: (±)-isomenthol, CC1CC[C@@H]([C@H](C1)O)C(C)C ((+)-menthol), C(C)(=O)OC=C (Vinyl acetate), C1(CC(C(CC1)C(C)C)O)C ((−)-menthol), (±)-neoisomenthol, C1(CC(C(CC1)C(C)C)O)C (menthol), menthols, (±)-neomenthol. The solvent is silicon oil, CCCCCCC (Heptane). Run at time 24 hour. Product: C(C)(=O)OC1CC(CCC1C(C)C)C (menthyl acetate), C1(CC(C(CC1)C(C)C)O)C ((−)-menthol). Reaction SMILES: [CH:1]1([CH3:11])[CH2:6][CH2:5][CH:4]([CH:7]([CH3:9])[CH3:8])[CH:3]([OH:10])[CH2:2]1.[CH3:12][CH:13]1[CH2:18][C@H:17]([OH:19])[C@@H:16]([CH:20]([CH3:22])[CH3:21])[CH2:15][CH2:14]1.C(OC=C)(=O)C>CCCCCCC>[C:17]([O:10][CH:3]1[CH:4]([CH:7]([CH3:8])[CH3:9])[CH2:5][CH2:6][CH:1]([CH3:11])[CH2:2]1)(=[O:19])[CH3:16].[CH:13]1([CH3:12])[CH2:14][CH2:15][CH:16]([CH:20]([CH3:21])[CH3:22])[CH:17]([OH:19])[CH2:18]1. Procedure details: Lyophilised “AMANO AK” (a Pseudomonas fluorescens lipase enzyme) was obtained from Amano Pharmaceutical Co. (Japan). Concentrated liquid menthol was produced by the hydrogenation of thymol. The menthol contained four diastereomeric pairs of menthols, namely (+)-menthol (51%), (±)-isomenthol (14%), (±)-neomenthol (29%) and (±)-neoisomenthol (2%). A volume of 1 ml was added to sealed batch reactors. Vinyl acetate (54 μl) was added at a 2:1 molar ratio to (−)-menthol. Heptane was added as solvent t... Starting materials: CS(C)=O, [K+], COc1ccc(C(O)CN)cc1OC, [OH-], S=C=S. Yields the product COc1ccc(C2CNC(=S)O2)cc1OC. As a reaction SMILES: [CH3:15][S:16](=[O:17])[CH3:18].[K+:20].[NH2:1][CH2:2][CH:3]([OH:4])[c:5]1[cH:6][c:7]([O:13][CH3:14])[c:8]([O:11][CH3:12])[cH:9][cH:10]1.[OH-:19].[S:21]=[C:22]=[S:23]>>[NH:1]1[CH2:2][CH:3]([c:5]2[cH:6][c:7]([O:13][CH3:14])[c:8]([O:11][CH3:12])[cH:9][cH:10]2)[O:4][C:15]1=[S:16]. Reactants: C(C)(C)(C)OC(=O)N[C@H](CC)C=1C(=C(C(=O)C=2C=CC(=NC2)C(=O)O)C(=CC1)Cl)F (5-[3-((R)-1-tert-Butoxycarbonylamino-propyl)-6-chloro-2-fluoro-benzoyl]-pyridine-2-carboxylic acid), Cl.CCOC(=O)C (HCl EtOAc). Run at time 1 hour. Yields the product N[C@H](CC)C=1C(=C(C(=O)C=2C=CC(=NC2)C(=O)O)C(=CC1)Cl)F (5-[3-((R)-1-amino-propyl)-6-chloro-2-fluoro-benzoyl]-pyridine-2-carboxylic acid). Yield: 65.0%. RXN SMILES: C(OC([NH:8][C@@H:9]([C:12]1[C:13]([F:30])=[C:14]([C:26]([Cl:29])=[CH:27][CH:28]=1)[C:15]([C:17]1[CH:18]=[CH:19][C:20]([C:23]([OH:25])=[O:24])=[N:21][CH:22]=1)=[O:16])[CH2:10][CH3:11])=O)(C)(C)C.Cl.CCOC(C)=O>>[NH2:8][C@@H:9]([C:12]1[C:13]([F:30])=[C:14]([C:26]([Cl:29])=[CH:27][CH:28]=1)[C:15]([C:17]1[CH:18]=[CH:19][C:20]([C:23]([OH:25])=[O:24])=[N:21][CH:22]=1)=[O:16])[CH2:10][CH3:11] |f:1.2|. Reported procedure: To a stirred solution of Intermediate 2 (0.4 g, 1.39 mmol) in THF (10 mL) at −78° C. was added butyllithium solution (2.5 M in hexanes, 1.28 mL, 3.19 mmol) dropwise. The solution was stirred at −78° C. for 1 hour and then a solution of 5-(methoxycarbonyl)pyridine-2-carboxylic acid (0.252 g, 1.39 mmol) in THF (10 mL) pretreated with 60% NaH (0.061 g, 1.59 mmol) for 15 mins was added dropwise. The reaction was stirred at −78° C. for 45 mins, and then quenched by the addition of saturated NH4Cl sol...